describe an organic reaction: reactants, conditions, products, and yield From a dataset of the Open Reaction Database (ORD), a public repository of structured organic reaction records. Reactants: S(=O)([O-])S(=O)[O-].[Na+].[Na+] (sodium dithionite), C(#N)C(C(=O)OCC)=NO (ethyl 2-cyanoglyoxylate-2-oxime). The solvent is O (H2O), C(O)([O-])=O.[Na+] (sodium hydrogen carbonate). Run at temperature 35 celsius. Product: NC(C(=O)OCC)C#N (Ethyl 2-amino-2-cyanoacetate). The yield is 37.4%. RXN SMILES: S(S([O-])=O)([O-])=O.[Na+].[Na+].[C:9]([C:11](=[N:17]O)[C:12]([O:14][CH2:15][CH3:16])=[O:13])#[N:10]>O.C(=O)([O-])O.[Na+]>[NH2:17][CH:11]([C:9]#[N:10])[C:12]([O:14][CH2:15][CH3:16])=[O:13] |f:0.1.2,5.6|. Procedure: 119 g of sodium dithionite are added in portions (15 min) at room temperature to 35 g (0.246 mol) of ethyl 2-cyanoglyoxylate-2-oxime in 350 ml of H2O and 280 ml of saturated sodium hydrogen carbonate solution. The mixture is then warmed at 35° C. for 1 hour; it is then saturated with NaCl and extracted 5 times with dichloromethane. After drying with calcium chloride, the organic phase is concentrated. 11.8 g of the title compound are obtained as an oil.